From a dataset of the Open Reaction Database (ORD), a public repository of structured organic reaction records. describe an organic reaction: reactants, conditions, products, and yield Reactants: OCCN1CCN(CC1)CC(=O)NC=1C(=NC(=CC1SC)C)SC (2-[4-(2-hydroxyethyl)piperazin-1-yl]-N-[2,4-bis(methylthio)-6-methylpyridin-3-yl]acetamide), SC=1OC=2C(=NC=CC2)N1 (2-mercaptooxazolo[4,5-b]pyridine), OCCN1CCN(CC1)CC(=O)NC=1C(=NC(=CC1N1CCOCC1)C)N1CCOCC1 (2-[4-(2-hydroxyethyl)piperazin-1-yl]-N-[2,4-bis(morpholino)-6-methylpyridin-3-yl]acetamide), SC=1NC2=C(N1)C=CC=C2 (2-mercaptobenzimidazole). The product is O1C(=NC2=NC=CC=C21)SCCN2CCN(CC2)CC(=O)NC=2C(=NC(=CC2N2CCOCC2)C)N2CCOCC2 (2-[4-[2-(oxazolo[4,5-b]pyridin-2-ylthio)ethyl]piperazin-1-yl]-N-[2,4-bis(morpholino)-6-methylpyridin-3-yl]acetamide). Reaction SMILES: OCCN1CCN(CC(NC2C(SC)=NC(C)=CC=2SC)=O)CC1.O[CH2:26][CH2:27][N:28]1[CH2:33][CH2:32][N:31]([CH2:34][C:35]([NH:37][C:38]2[C:39]([N:51]3[CH2:56][CH2:55][O:54][CH2:53][CH2:52]3)=[N:40][C:41]([CH3:50])=[CH:42][C:43]=2[N:44]2[CH2:49][CH2:48][O:47][CH2:46][CH2:45]2)=[O:36])[CH2:30][CH2:29]1.SC1NC2C=CC=CC=2N=1.[SH:67][C:68]1[O:69][C:70]2[C:71]([N:76]=1)=[N:72][CH:73]=[CH:74][CH:75]=2>>[O:69]1[C:70]2[C:71](=[N:72][CH:73]=[CH:74][CH:75]=2)[N:76]=[C:68]1[S:67][CH2:26][CH2:27][N:28]1[CH2:29][CH2:30][N:31]([CH2:34][C:35]([NH:37][C:38]2[C:39]([N:51]3[CH2:56][CH2:55][O:54][CH2:53][CH2:52]3)=[N:40][C:41]([CH3:50])=[CH:42][C:43]=2[N:44]2[CH2:45][CH2:46][O:47][CH2:48][CH2:49]2)=[O:36])[CH2:32][CH2:33]1. Procedure: The reaction and treatments of Example 12 were repeated, except that 2-[4-(2-hydroxyethyl)piperazin-1-yl]-N-[2,4-bis(methylthio)-6-methylpyridin-3-yl]acetamide was replaced by 2-[4-(2-hydroxyethyl)piperazin-1-yl]-N-[2,4-bis(morpholino)-6-methylpyridin-3-yl]acetamide, and 2-mercaptobenzimidazole was replaced by 2-mercaptooxazolo[4,5-b]pyridine, to thereby yield the title compound as a colorless foamed substance. Starting materials: CN(CCN1CCC(N(C)S(=O)(=O)NC(=O)OC(C)(C)C)C1)C1COc2ccccc2-c2c(C3CCCCC3)c3ccc(C(=O)O)cc3n2C1, ClCCl, O=C(O)C(F)(F)F. The product is CN(CCN1CCC(N(C)S(N)(=O)=O)C1)C1COc2ccccc2-c2c(C3CCCCC3)c3ccc(C(=O)O)cc3n2C1. As a reaction SMILES: [C:1]([O:2][C:3](=[O:4])[NH:8][S:9](=[O:10])(=[O:11])[N:12]([CH:13]1[CH2:14][N:15]([CH2:18][CH2:19][N:20]([CH:21]2[CH2:22][O:23][c:24]3[c:25]([cH:45][cH:46][cH:47][cH:48]3)-[c:26]3[n:27]([c:29]4[cH:30][c:31]([C:42](=[O:43])[OH:44])[cH:32][cH:33][c:34]4[c:35]3[CH:36]3[CH2:37][CH2:38][CH2:39][CH2:40][CH2:41]3)[CH2:28]2)[CH3:49])[CH2:16][CH2:17]1)[CH3:50])([CH3:5])([CH3:6])[CH3:7].[Cl:58][CH2:59][Cl:60].[F:51][C:52]([F:53])([F:54])[C:55]([OH:56])=[O:57]>>[NH2:8][S:9](=[O:10])(=[O:11])[N:12]([CH:13]1[CH2:14][N:15]([CH2:18][CH2:19][N:20]([CH:21]2[CH2:22][O:23][c:24]3[c:25]([cH:45][cH:46][cH:47][cH:48]3)-[c:26]3[n:27]([c:29]4[cH:30][c:31]([C:42](=[O:43])[OH:44])[cH:32][cH:33][c:34]4[c:35]3[CH:36]3[CH2:37][CH2:38][CH2:39][CH2:40][CH2:41]3)[CH2:28]2)[CH3:49])[CH2:16][CH2:17]1)[CH3:50].